From a dataset of the Open Reaction Database (ORD), a public repository of structured organic reaction records. describe an organic reaction: reactants, conditions, products, and yield Reactants: OCCO, CC(C)(Cc1ccc(Cl)cc1C(F)(F)F)NC=O, [K+], [OH-], O. Product: CC(C)(N)Cc1ccc(Cl)cc1C(F)(F)F. As a reaction SMILES: [CH2:22]([OH:23])[CH2:24][OH:25].[Cl:1][c:2]1[cH:3][c:4]([C:15]([F:16])([F:17])[F:18])[c:5]([CH2:8][C:9]([CH3:10])([CH3:11])[NH:12][CH:13]=[O:14])[cH:6][cH:7]1.[K+:20].[OH-:19].[OH2:21]>>[Cl:1][c:2]1[cH:3][c:4]([C:15]([F:16])([F:17])[F:18])[c:5]([CH2:8][C:9]([CH3:10])([CH3:11])[NH2:12])[cH:6][cH:7]1. The reactants are C(C(C)(C)C)(=O)OC1=NOC(=C1)C1=CC=C(C=C1)OCCC1=CC(=CC=C1)NC(C)C (5-(4-(2-(3-(isopropylamino)phenyl)ethoxy)phenyl)-3-isoxazolyl pivalate), C(CC(O)(C(=O)O)CC(=O)O)(=O)O (citric acid). Solvent: CO (methanol), [OH-].[Na+] (sodium hydroxide). Reaction conditions: time 1 hour. Yields the product C(C)(C)NC=1C=C(C=CC1)CCOC1=CC=C(C=C1)C1=CC(=NO1)O (5-(4-(2-(3-(isopropylamino)phenyl)ethoxy)phenyl)isoxazol-3-ol). Reaction SMILES: C([O:7][C:8]1[CH:12]=[C:11]([C:13]2[CH:18]=[CH:17][C:16]([O:19][CH2:20][CH2:21][C:22]3[CH:27]=[CH:26][CH:25]=[C:24]([NH:28][CH:29]([CH3:31])[CH3:30])[CH:23]=3)=[CH:15][CH:14]=2)[O:10][N:9]=1)(=O)C(C)(C)C.C(O)(=O)CC(CC(O)=O)(C(O)=O)O>CO.[OH-].[Na+]>[CH:29]([NH:28][C:24]1[CH:23]=[C:22]([CH2:21][CH2:20][O:19][C:16]2[CH:17]=[CH:18][C:13]([C:11]3[O:10][N:9]=[C:8]([OH:7])[CH:12]=3)=[CH:14][CH:15]=2)[CH:27]=[CH:26][CH:25]=1)([CH3:31])[CH3:30] |f:3.4|. Procedure details: To a solution of 5-(4-(2-(3-(isopropylamino)phenyl)ethoxy)phenyl)-3-isoxazolyl pivalate (24.9 mg) in methanol (1 ml), 0.05 ml of 4N aqueous sodium hydroxide was added, and the reaction solution was stirred at room temperature for 1 hour. To the reaction solution was added 10% aqueous citric acid, and the mixture was extracted with chloroform and dried over anhydrous magnesium sulfate. The solvent was distilled off under reduced pressure, and the residue obtained was purified by preparative thin ... The reactants are CCO, CC[O-], CCc1c(C)c(Cl)nn2c(N)nnc12, [Na+], O. Yields the product CCOc1nn2c(N)nnc2c(CC)c1C. As a reaction SMILES: [CH3:15][CH2:16][OH:17].[CH3:19][CH2:20][O-:21].[Cl:1][c:2]1[c:3]([CH3:14])[c:4]([CH2:12][CH3:13])[c:5]2[n:6]([n:7]1)[c:8]([NH2:11])[n:9][n:10]2.[Na+:18].[OH2:22]>>[c:2]1([O:17][CH2:16][CH3:15])[c:3]([CH3:14])[c:4]([CH2:12][CH3:13])[c:5]2[n:6]([n:7]1)[c:8]([NH2:11])[n:9][n:10]2. Reactants: C(C)(=O)[O-].[Ca+2].O[C@@H](C[N+](C)(C)C)CC([O-])=O.C(C)(=O)[O-] (L-carnitine calcium acetate), C(CC(O)(C(=O)[O-])CC(=O)[O-])(=O)[O-].[Mg+2].O[C@@H](C[N+](C)(C)C)CC([O-])=O.C(CC(O)(C(=O)[O-])CC(=O)[O-])(=O)[O-].[Mg+2].[Mg+2] (L-carnitine magnesium citrate). Yields the product C(C)(=O)[O-].[Ca+2].C(C)(=O)[O-] (calcium acetate). RXN SMILES: [C:1]([O-:4])(=[O:3])[CH3:2].[Ca+2:5].O[C@H]([CH2:13][C:14](=[O:16])[O-:15])C[N+](C)(C)C.C([O-])(=O)C.C([O-])(=O)CC(CC([O-])=O)(C([O-])=O)O.[Mg+2].O[C@H](CC(=O)[O-])C[N+](C)(C)C.C([O-])(=O)CC(CC([O-])=O)(C([O-])=O)O.[Mg+2].[Mg+2]>>[C:1]([O-:4])(=[O:3])[CH3:2].[Ca+2:5].[C:14]([O-:16])(=[O:15])[CH3:13] |f:0.1.2.3,4.5.6.7.8.9,10.11.12|. Procedure details: Test Preparations: Solutions of the test article (a combination of L-carnitine calcium acetate and L-carnitine magnesium citrate) and control articles (calcium acetate) are prepared in deionized, purified water having 18 MΩ or greater resistance. The pH of each solution is adjusted to the desired value by the addition of concentrated hydrochloric acid or sodium hydroxide, as appropriate. Starting materials: ClC(C(=O)OCC)CC1=CC=C(C=C1)OCC1(OC2=CC(=CC(=C2CC1)C)C)C (ethyl 2-chloro-3-[4-(2,5,7-trimethylchroman-2-ylmethoxy)phenyl]propionate), Cl (hydrochloric acid), NC(=S)N (thiourea), S1(=O)(=O)CCCC1 (sulfolane). Solvent: COCCO (ethylene glycol monomethyl ether). Yields the product CC1(OC2=CC(=CC(=C2CC1)C)C)COC1=CC=C(CC2C(NC(S2)=O)=O)C=C1 (5-[4-(2,5,7-Trimethylchroman-2-ylmethoxy)benzyl]thiazolidine-2,4-dione). As a reaction SMILES: Cl[CH:2]([CH2:8][C:9]1[CH:14]=[CH:13][C:12]([O:15][CH2:16][C:17]2([CH3:29])[CH2:26][CH2:25][C:24]3[C:19](=[CH:20][C:21]([CH3:28])=[CH:22][C:23]=3[CH3:27])[O:18]2)=[CH:11][CH:10]=1)[C:3](OCC)=[O:4].[NH2:30][C:31](N)=[S:32].S1(CCCC1)(=O)=[O:35].Cl>COCCO>[CH3:29][C:17]1([CH2:16][O:15][C:12]2[CH:11]=[CH:10][C:9]([CH2:8][CH:2]3[S:32][C:31](=[O:35])[NH:30][C:3]3=[O:4])=[CH:14][CH:13]=2)[CH2:26][CH2:25][C:24]2[C:19](=[CH:20][C:21]([CH3:28])=[CH:22][C:23]=2[CH3:27])[O:18]1. Reported procedure: Following a procedure similar to that described in Example 1, but using 1.52 g of ethyl 2-chloro-3-[4-(2,5,7-trimethylchroman-2-ylmethoxy)phenyl]propionate (prepared as described in Preparation 27), 0.83 g of thiourea, 5 ml of sulfolane, 15 ml of ethylene glycol monomethyl ether and 4 ml of 3N aqueous hydrochloric acid, 1.18 g of the title compound were obtained as a pale yellow powder, softening at 85°-108° C. Starting materials: C(C)C1=CC=C(C=C1)C1CC(CN(C1)C(=O)N1CCCC1)C(=O)O (5-(4-Ethylphenyl)-1-(pyrrolidin-1-ylcarbonyl)piperidine-3-carboxylic acid), NC1=CC=CC=C1 (aniline). Product: C(C)C1=CC=C(C=C1)C1CC(CN(C1)C(=O)N1CCCC1)C(=O)NC1=CC=CC=C1 (5-(4-Ethylphenyl)-N-phenyl-1-(pyrrolidin-1-ylcarbonyl)piperidine-3-carboxamide). RXN SMILES: [CH2:1]([C:3]1[CH:8]=[CH:7][C:6]([CH:9]2[CH2:14][N:13]([C:15]([N:17]3[CH2:21][CH2:20][CH2:19][CH2:18]3)=[O:16])[CH2:12][CH:11]([C:22](O)=[O:23])[CH2:10]2)=[CH:5][CH:4]=1)[CH3:2].[NH2:25][C:26]1[CH:31]=[CH:30][CH:29]=[CH:28][CH:27]=1>>[CH2:4]([C:3]1[CH:8]=[CH:7][C:6]([CH:9]2[CH2:14][N:13]([C:15]([N:17]3[CH2:18][CH2:19][CH2:20][CH2:21]3)=[O:16])[CH2:12][CH:11]([C:22]([NH:25][C:26]3[CH:31]=[CH:30][CH:29]=[CH:28][CH:27]=3)=[O:23])[CH2:10]2)=[CH:2][CH:1]=1)[CH3:5]. Reported procedure: 33 mg (0.10 mmol) of 5-(4-ethylphenyl)-1-(pyrrolidin-1-ylcarbonyl)piperidine-3-carboxylic acid (Example 11A) and 10 mg (0.11 mmol, 1.1 eq.) of aniline were reacted according to General Method 1. Yield: 26 mg (64% of theory) The reactants are N1=CC=CC=C1 (pyridine), C(CC)(=O)Cl (propionyl chloride), NC1=CC=NN1C1=NC=C(C=C1Cl)Cl (5-amino-1-(3,5-dichloropyrid-2-yl)-pyrazole). Solvent: C(Cl)Cl (methylene chloride), C(Cl)Cl (methylene chloride). Run at time 5 hour. Product: C(CC)(=O)NC1=CC=NN1C1=NC=C(C=C1Cl)Cl (5-propionamido-1-(3,5-dichloropyrid-2-yl)-pyrazole). Isolated yield 91.3%. Reaction SMILES: N1C=CC=CC=1.[C:7](Cl)(=[O:10])[CH2:8][CH3:9].[NH2:12][C:13]1[N:17]([C:18]2[C:23]([Cl:24])=[CH:22][C:21]([Cl:25])=[CH:20][N:19]=2)[N:16]=[CH:15][CH:14]=1>C(Cl)Cl>[C:7]([NH:12][C:13]1[N:17]([C:18]2[C:23]([Cl:24])=[CH:22][C:21]([Cl:25])=[CH:20][N:19]=2)[N:16]=[CH:15][CH:14]=1)(=[O:10])[CH2:8][CH3:9]. Procedure: 4.3 ml (0.053 mole) of pyridine and 3.6 ml (0.051 mole) of propionyl chloride are successively added dropwise to 11 g (0.048 mole) of 5-amino-1-(3,5-dichloropyrid-2-yl)-pyrazole in 80 ml of methylene chloride at room temperature, with stirring. When the addition has ended, stirring is continued for a further 5 hours, the mixture is diluted with 70 ml of methylene chloride, washed successively with dilute hydrochloric acid, saturated sodium bicarbonate solution and sodium chloride solution and dr...